describe an organic reaction: reactants, conditions, products, and yield From a dataset of the Open Reaction Database (ORD), a public repository of structured organic reaction records. Reactants: BrCCCCCBr, C1CCC2=NCCCN2CC1, CCOC(=O)c1c(-c2cccc(N)c2)c(C)n2c1-c1cc(OC)c(OC)cc1CC2, CN(C)C=O. Product: CCOC(=O)c1c(-c2cccc(N3CCCCC3)c2)c(C)n2c1-c1cc(OC)c(OC)cc1CC2. RXN SMILES: [Br:12][CH2:13][CH2:14][CH2:15][CH2:16][CH2:17][Br:18].[CH2:1]1[CH2:2][CH2:3][N:5]2[C:4](=[N:9][CH2:8][CH2:7][CH2:6]2)[CH2:10][CH2:11]1.[NH2:19][c:20]1[cH:21][c:22](-[c:26]2[c:27]([C:44](=[O:45])[O:46][CH2:47][CH3:48])[c:28]3[n:29]([c:42]2[CH3:43])[CH2:30][CH2:31][c:32]2[cH:33][c:34]([O:40][CH3:41])[c:35]([O:38][CH3:39])[cH:36][c:37]2-3)[cH:23][cH:24][cH:25]1.[O:49]=[CH:50][N:51]([CH3:52])[CH3:53]>>[CH2:1]1[CH2:2][CH2:3][N:19]([c:20]2[cH:21][c:22](-[c:26]3[c:27]([C:44](=[O:45])[O:46][CH2:47][CH3:48])[c:28]4[n:29]([c:42]3[CH3:43])[CH2:30][CH2:31][c:32]3[cH:33][c:34]([O:40][CH3:41])[c:35]([O:38][CH3:39])[cH:36][c:37]3-4)[cH:23][cH:24][cH:25]2)[CH2:10][CH2:11]1. Starting materials: CO, [O-]Cl, NCC1(CN)CCCC1, [Na+], O, OO. Product: C1CCC2(C1)CN=NC2. Reaction SMILES: [CH3:16][OH:17].[Cl:12][O-:13].[NH2:1][CH2:2][C:3]1([CH2:8][NH2:9])[CH2:4][CH2:5][CH2:6][CH2:7]1.[Na+:14].[OH2:15].[OH:10][OH:11]>>[N:1]1=[N:9][CH2:8][C:3]2([CH2:2]1)[CH2:4][CH2:5][CH2:6][CH2:7]2. Reactants: CCCc1nc(C)n2c(=O)[nH]c(-c3ccccc3OCC)nc12, CNCCc1ccc(OC)c(OC)c1, ClCCl, O=S(=O)(Cl)Cl. Product: CCCc1nc(C)n2c(=O)[nH]c(-c3cc(S(=O)(=O)N(C)CCc4ccc(OC)c(OC)c4)ccc3OCC)nc12. Reaction SMILES: [CH2:20]([CH3:21])[O:22][c:23]1[c:24](-[c:29]2[n:30][c:31]3[n:32]([c:33](=[O:35])[nH:34]2)[c:36]([CH3:42])[n:37][c:38]3[CH2:39][CH2:40][CH3:41])[cH:25][cH:26][cH:27][cH:28]1.[CH3:1][O:2][c:3]1[cH:4][c:5]([CH2:11][CH2:12][NH:13][CH3:14])[cH:6][cH:7][c:8]1[O:9][CH3:10].[Cl:43][CH2:44][Cl:45].[S:15](=[O:16])(=[O:17])([Cl:18])[Cl:19]>>[CH3:1][O:2][c:3]1[cH:4][c:5]([CH2:11][CH2:12][N:13]([CH3:14])[S:15](=[O:16])(=[O:17])[c:26]2[cH:25][c:24](-[c:29]3[n:30][c:31]4[n:32]([c:33](=[O:35])[nH:34]3)[c:36]([CH3:42])[n:37][c:38]4[CH2:39][CH2:40][CH3:41])[c:23]([O:22][CH2:20][CH3:21])[cH:28][cH:27]2)[cH:6][cH:7][c:8]1[O:9][CH3:10]. Starting materials: CC(C)(C)OC(=O)N1C(CN)CC2CC21, Cc1noc(C)c1C(=O)O. Yields the product Cc1noc(C)c1C(=O)NCC1CC2CC2N1C(=O)OC(C)(C)C. RXN SMILES: [C:1]([CH3:2])([CH3:3])([CH3:4])[O:5][C:6](=[O:7])[N:8]1[CH:9]2[CH2:10][CH:11]2[CH2:12][CH:13]1[CH2:14][NH2:15].[CH3:16][c:17]1[n:18][o:19][c:20]([CH3:25])[c:21]1[C:22](=[O:23])[OH:24]>>[C:1]([CH3:2])([CH3:3])([CH3:4])[O:5][C:6](=[O:7])[N:8]1[CH:9]2[CH2:10][CH:11]2[CH2:12][CH:13]1[CH2:14][NH:15][C:22]([c:21]1[c:17]([CH3:16])[n:18][o:19][c:20]1[CH3:25])=[O:23]. Reactants: BrC1=CC=2N3C4=C(C=C(C=C4C(C2C=C1)=O)OC)C(C(=C3)CC=3C=NC=CC3)=O (10-bromo-5-methoxy-2-(3-pyridylmethyl)-3H,7H-pyrido[3,2,1-de]acridin-3,7-dione), Br (hydrobromic acid), [OH-].[Na+] (sodium hydroxide). The solvent is C(C)(=O)O (acetic acid). Yields the product BrC1=CC=2N3C4=C(C=C(C=C4C(C2C=C1)=O)O)C(C(=C3)CC=3C=NC=CC3)=O (10-bromo-5-hydroxy-2-(3-pyridylmethyl)-3H,7H-pyrido[3,2,1-de]acridin-3,7-dione). Yield: 71.2%. Reaction SMILES: [Br:1][C:2]1[CH:15]=[CH:14][C:13]2[C:12](=[O:16])[C:11]3[C:6]4=[C:7]([C:19](=[O:29])[C:20]([CH2:22][C:23]5[CH:24]=[N:25][CH:26]=[CH:27][CH:28]=5)=[CH:21][N:5]4[C:4]=2[CH:3]=1)[CH:8]=[C:9]([O:17]C)[CH:10]=3.Br.[OH-].[Na+]>C(O)(=O)C>[Br:1][C:2]1[CH:15]=[CH:14][C:13]2[C:12](=[O:16])[C:11]3[C:6]4=[C:7]([C:19](=[O:29])[C:20]([CH2:22][C:23]5[CH:24]=[N:25][CH:26]=[CH:27][CH:28]=5)=[CH:21][N:5]4[C:4]=2[CH:3]=1)[CH:8]=[C:9]([OH:17])[CH:10]=3 |f:2.3|. Procedure details: The compound (100 mg) obtained in Example 32 was suspended in acetic acid (3 mL) and to the suspension was added 47% hydrobromic acid (3 mL). The mixture was heated under reflux for 20 hours. After allowing to cool, the mixture was alkalized with 6N-sodium hydroxide and extracted with ethyl acetate. The ethyl acetate layer was washed with brine and dried over anhydrous sodium sulfate. The solvent was evaporated under reduced pressure. The residue was purified by silica gel column chromatography ... Reactants: Cl (hydrochloric acid), [OH-].[Na+] (sodium hydroxide), COC(CCC1=C(C=C(C=C1)OCCC=1N=C(OC1C)C1=CC=C(C=C1)C1=NC=CC=C1)C)=O (3-(2-Methyl-4-{2-[5-methyl-2-(4-pyridin-2-yl-phenyl)-oxazol-4-yl]-ethoxy}-phenyl)-propionic acid methyl ester). The solvent is C(C)(=O)OCC (ethyl acetate), O1CCCC1 (tetrahydrofuran), C(C)(=O)OCC (ethyl acetate). Product: CC1=C(C=CC(=C1)OCCC=1N=C(OC1C)C1=CC=C(C=C1)C1=NC=CC=C1)CCC(=O)O (3-(2-methyl-4-{2-[5-methyl-2-(4-pyridin-2-yl-phenyl)-oxazol-4-yl]-ethoxy}-phenyl)-propionic acid). Yield: 40.0%. Reaction SMILES: C[O:2][C:3](=[O:34])[CH2:4][CH2:5][C:6]1[CH:11]=[CH:10][C:9]([O:12][CH2:13][CH2:14][C:15]2[N:16]=[C:17]([C:21]3[CH:26]=[CH:25][C:24]([C:27]4[CH:32]=[CH:31][CH:30]=[CH:29][N:28]=4)=[CH:23][CH:22]=3)[O:18][C:19]=2[CH3:20])=[CH:8][C:7]=1[CH3:33].[OH-].[Na+].Cl>O1CCCC1.C(OCC)(=O)C>[CH3:33][C:7]1[CH:8]=[C:9]([O:12][CH2:13][CH2:14][C:15]2[N:16]=[C:17]([C:21]3[CH:26]=[CH:25][C:24]([C:27]4[CH:32]=[CH:31][CH:30]=[CH:29][N:28]=4)=[CH:23][CH:22]=3)[O:18][C:19]=2[CH3:20])[CH:10]=[CH:11][C:6]=1[CH2:5][CH2:4][C:3]([OH:34])=[O:2] |f:1.2|. Reported procedure: 3-(2-Methyl-4-{2-[5-methyl-2-(4-pyridin-2-yl-phenyl)-oxazol-4-yl]-ethoxy}-phenyl)-propionic acid methyl ester from step B is dissolved in tetrahydrofuran (1 mL) and 5N sodium hydroxide (1 mL) solution is added with stirring at room temperature. The reaction is heated to reflux and monitored by HPLC. Upon complete conversion, the reaction is allowed to cool to room temperature and neutralized with 5N hydrochloric acid (1 mL), diluted with ethyl acetate, and extracted. The organic layer is washed ... The reactants are IC1=C(C=CC=C1)Cl (iodochlorobenzene), C(C)(=O)C=1C=C(C=CC1)B(O)O (3-acetylphenylboronic acid), C1(=CC=CC=C1)P(C1=CC=CC=C1)C1=CC=CC=C1 (triphenylphosphine), C([O-])([O-])=O.[Na+].[Na+] (sodium carbonate). Reagents/catalysts: C(C)(=O)[O-].[Pd+2].C(C)(=O)[O-] (palladium acetate). Solvent: C(CC)O (n-propanol), O (water). Run at time 2 minute. The product is ClC1=C(C=CC=C1)C1=CC(=CC=C1)C(C)=O (1-(2′-chloro-1,1′-biphenyl-3-yl)ethanone). RXN SMILES: I[C:2]1[CH:7]=[CH:6][CH:5]=[CH:4][C:3]=1[Cl:8].[C:9]([C:12]1[CH:13]=[C:14](B(O)O)[CH:15]=[CH:16][CH:17]=1)(=[O:11])[CH3:10].C1(P(C2C=CC=CC=2)C2C=CC=CC=2)C=CC=CC=1.C(=O)([O-])[O-].[Na+].[Na+]>C(O)CC.C([O-])(=O)C.[Pd+2].C([O-])(=O)C.O>[Cl:8][C:3]1[CH:4]=[CH:5][CH:6]=[CH:7][C:2]=1[C:16]1[CH:15]=[CH:14][CH:13]=[C:12]([C:9](=[O:11])[CH3:10])[CH:17]=1 |f:3.4.5,7.8.9|. Procedure: To a solution of iodochlorobenzene (8.64 g, 55 mmol) in n-propanol (85.8 mL), 3-acetylphenylboronic acid (10.0 g, 50 mmol) was added and the solution was stirred for 2 min. Then triphenylphosphine (118 mg, 0.45 mmol), palladium acetate (33 mg, 0.15 mmol), 2M sodium carbonate (30 mL, 60 mmol) and water (17.68 mL) were added and the reaction mixture was refluxed for 16 h. It was quenched with water and partitioned between ethyl acetate and water, washed with saturated sodium bicarbonate, brine and...